Task: describe an organic reaction: reactants, conditions, products, and yield. Dataset: the Open Reaction Database (ORD), a public repository of structured organic reaction records Procedure details: To av solution of ethyl 5-methyl-2H-1,2,3-triazole-4-carboxylate (0.5 g, 3.2 mmol) in acetonitrile (40 mL) were added 1-bromo-2-methylpropane (1.25 mL, 11.5 mmol), potassium carbonate (2.66 g, 19.2 mmol) and a catalytic amount of potassium iodide. The reaction mixture was heated to 60° C. for 22 h. The reaction mixture was allowed to cool to ambient temperature and was diluted with water (50 mL) and extracted with ethyl acetate (3×50 mL). The organic layer was dried over sodium sulfate and conce... Run in C(C)#N (acetonitrile), O (water). Reactants: CC=1C(=NNN1)C(=O)OCC (ethyl 5-methyl-2H-1,2,3-triazole-4-carboxylate), [I-].[K+] (potassium iodide), BrCC(C)C (1-bromo-2-methylpropane), C([O-])([O-])=O.[K+].[K+] (potassium carbonate). Product: C(C(C)C)N1N=C(C(=N1)C(=O)OCC)C (ethyl 2-isobutyl-5-methyl-2H-1,2,3-triazole-4-carboxylate). Reaction conditions: temperature 60 celsius. As a reaction SMILES: [CH3:1][C:2]1[C:3]([C:7]([O:9][CH2:10][CH3:11])=[O:8])=[N:4][NH:5][N:6]=1.Br[CH2:13][CH:14]([CH3:16])[CH3:15].C(=O)([O-])[O-].[K+].[K+].[I-].[K+]>C(#N)C.O>[CH2:13]([N:5]1[N:4]=[C:3]([C:7]([O:9][CH2:10][CH3:11])=[O:8])[C:2]([CH3:1])=[N:6]1)[CH:14]([CH3:16])[CH3:15] |f:2.3.4,5.6|. The yield is 43.3%. Reactants: Cl (hydrochloric acid), O1CCOCC1 (dioxane), [N+](=O)([O-])C1=C(C=C(C=C1)C)C(F)(F)F (2-nitro-5-methylbenzotrifluoride). The reagents and catalysts are [Fe] (iron). Solvent: O (water). Run at time 2 hour. The product is FC(C1=C(N)C=CC(=C1)C)(F)F (2-trifluoromethyl-4-methylaniline). Yield: 86.3%. As a reaction SMILES: Cl.O1CCOCC1.[N+:8]([C:11]1[CH:16]=[CH:15][C:14]([CH3:17])=[CH:13][C:12]=1[C:18]([F:21])([F:20])[F:19])([O-])=O>O.[Fe]>[F:19][C:18]([F:20])([F:21])[C:12]1[CH:13]=[C:14]([CH3:17])[CH:15]=[CH:16][C:11]=1[NH2:8]. Procedure: 100 g of iron fillings are heated to 95° C. in 300 ml of water, 5 ml of hydrochloric acid and 5 ml of dioxane in a stirred vessel, and 57 g of 2-nitro-5-methylbenzotrifluoride are added dropwise in the course of about 1 hour. The mixture is stirred for a further 2 hours, and a distillation is then carried out using steam. The organic material extracted with dichloromethane and re-distilled. 42 g (boiling point: 92°-95° C./20 mbar) of 2-trifluoromethyl-4-methylaniline are obtained. Reactants: C(C)[Si](Cl)(CC)CC (triethylchlorosilane), O1C(NCC1)=O (2-oxazolidinone). The product is C(C)[Si](N1C(OCC1)=O)(CC)CC (3-triethylsilyl-2-oxazolidinone). Reaction SMILES: [CH2:1]([Si:3]([CH2:7][CH3:8])([CH2:5][CH3:6])Cl)[CH3:2].[O:9]1[CH2:13][CH2:12][NH:11][C:10]1=[O:14]>>[CH2:1]([Si:3]([CH2:7][CH3:8])([CH2:5][CH3:6])[N:11]1[CH2:12][CH2:13][O:9][C:10]1=[O:14])[CH3:2]. Procedure: Following the previous example, but replacing the trimethylchlorosilane with triethylchlorosilane (63.3 g; 0.42 mol) and operating under similar conditions, the result is the compound of the above heading; a colorless fluid liquid, obtained with a similar yield. 2-oxazolidinone, calculated: 42.82%; found; 42.70%. Distills at 100°C between 2 and 4 mm. The reactants are CN(C)C1(c2ccccn2)CCC(=CC(=O)NCCc2c[nH]c3ccccc23)CC1, CCC(C)=O, C[Si](C)(C)Cl. Product: CN(C)C1(c2ccccn2)CCC(=CC(=O)NCCc2c[nH]c3ccccc23)CC1, Cl. As a reaction SMILES: [CH3:1][N:2]([C:3]1([c:24]2[n:25][cH:26][cH:27][cH:28][cH:29]2)[CH2:4][CH2:5][C:6](=[CH:9][C:10](=[O:11])[NH:12][CH2:13][CH2:14][c:15]2[cH:16][nH:17][c:18]3[cH:19][cH:20][cH:21][cH:22][c:23]23)[CH2:7][CH2:8]1)[CH3:30].[CH3:36][C:37]([CH2:38][CH3:39])=[O:40].[Cl:31][Si:32]([CH3:33])([CH3:34])[CH3:35]>>[CH3:1][N:2]([C:3]1([c:24]2[n:25][cH:26][cH:27][cH:28][cH:29]2)[CH2:4][CH2:5][C:6](=[CH:9][C:10](=[O:11])[NH:12][CH2:13][CH2:14][c:15]2[cH:16][nH:17][c:18]3[cH:19][cH:20][cH:21][cH:22][c:23]23)[CH2:7][CH2:8]1)[CH3:30].[ClH:31]. Reactants: C(C1=CC=CC=C1)OC=1C=C(C(=O)N2C([C@H](CC2)O)=O)C=CC1OC ((S)-1-(3-benzyloxy-4-methoxybenzoyl)-3-hydroxy-2-pyrrolidinone), [H][H] (hydrogen). The reagents and catalysts are [Pd] (palladium/carbon). The solvent is O1CCCC1 (tetrahydrofuran). Product: OC=1C=C(C(=O)N2C([C@H](CC2)O)=O)C=CC1OC ((S)-1-(3-hydroxy-4-methoxybenzoyl)-3-hydroxy-2-pyrrolidinone). RXN SMILES: C([O:8][C:9]1[CH:10]=[C:11]([CH:21]=[CH:22][C:23]=1[O:24][CH3:25])[C:12]([N:14]1[CH2:18][CH2:17][C@H:16]([OH:19])[C:15]1=[O:20])=[O:13])C1C=CC=CC=1.[H][H]>O1CCCC1.[Pd]>[OH:8][C:9]1[CH:10]=[C:11]([CH:21]=[CH:22][C:23]=1[O:24][CH3:25])[C:12]([N:14]1[CH2:18][CH2:17][C@H:16]([OH:19])[C:15]1=[O:20])=[O:13]. Procedure: 2.40 g of (S)-1-(3-benzyloxy-4-methoxybenzoyl)-3-hydroxy-2-pyrrolidinone are hydrogenated in 100 ml of tetrahydrofuran over 2.00 g of 5% palladium/carbon with hydrogen at atmospheric pressure. After removal of the catalyst by filtration, concentration of the filtrate and crystallization from ethyl acetate/diethyl ether, there is obtained (S)-1-(3-hydroxy-4-methoxybenzoyl)-3-hydroxy-2-pyrrolidinone of melting point 131°-132°; [α]D20 =-180°; [α]54620 =-223°; [α]43620 =-464° (chloroform, c=1.0).